From a dataset of the Open Reaction Database (ORD), a public repository of structured organic reaction records. describe an organic reaction: reactants, conditions, products, and yield The reactants are NC1=C2NC(N(C2=NC(=N1)OCCCC)CCCNCCCO)=O (6-amino-2-butoxy-9-{3-[(3-hydroxypropyl)amino]propyl}-7,9-dihydro-8H-purin-8-one), C(=O)C1=CC=C(C=C1)CC(=O)O ((4-Formylphenyl)acetic acid), C(C)(=O)O[BH-](OC(C)=O)OC(C)=O.[Na+] (Sodium triacetoxyborohydride). Solvent: O (water), CN1CCCC1=O (NMP). Run at time 10 minute. Product: NC1=C2NC(N(C2=NC(=N1)OCCCC)CCCN(CCCO)CC1=CC=C(C=C1)CC(=O)O)=O ([4-({[3-(6-Amino-2-butoxy-8-oxo-7,8-dihydro-9H-purin-9-yl)propyl](3-hydroxypropyl)amino}methyl)phenyl]acetic acid). As a reaction SMILES: [NH2:1][C:2]1[N:10]=[C:9]([O:11][CH2:12][CH2:13][CH2:14][CH3:15])[N:8]=[C:7]2[C:3]=1[NH:4][C:5](=[O:24])[N:6]2[CH2:16][CH2:17][CH2:18][NH:19][CH2:20][CH2:21][CH2:22][OH:23].[CH:25]([C:27]1[CH:32]=[CH:31][C:30]([CH2:33][C:34]([OH:36])=[O:35])=[CH:29][CH:28]=1)=O.C(O[BH-](OC(=O)C)OC(=O)C)(=O)C.[Na+]>CN1C(=O)CCC1.O>[NH2:1][C:2]1[N:10]=[C:9]([O:11][CH2:12][CH2:13][CH2:14][CH3:15])[N:8]=[C:7]2[C:3]=1[NH:4][C:5](=[O:24])[N:6]2[CH2:16][CH2:17][CH2:18][N:19]([CH2:25][C:27]1[CH:28]=[CH:29][C:30]([CH2:33][C:34]([OH:36])=[O:35])=[CH:31][CH:32]=1)[CH2:20][CH2:21][CH2:22][OH:23] |f:2.3|. Reported procedure: To 6-amino-2-butoxy-9-{3-[(3-hydroxypropyl)amino]propyl}-7,9-dihydro-8H-purin-8-one (described in WO2007/031726 Example 1 step (viii)) (0.5 g) in NMP, the product from step (i) (0.35 g) was added and the mixture stirred for 10 mins. Sodium triacetoxyborohydride (1.25 g) was then added and stirred at rt for 16 hrs. The reaction mixture was diluted with water and passed through a SCX column, eluted with MeCN/2% NH3 (aq), and solvent removed to give the crude product. The product was purified via R... As a reaction SMILES: [C:1]([C:3]1[CH:8]=[CH:7][CH:6]=[CH:5][C:4]=1[CH2:9][CH2:10][CH2:11][CH2:12][C:13]1[CH:18]=[CH:17][CH:16]=[CH:15][C:14]=1[OH:19])#[N:2].[CH3:20][C:21](C)([O-:23])[CH3:22].[K+].C(C1OC1)Br>CC(N(C)C)=O>[C:1]([C:3]1[CH:8]=[CH:7][CH:6]=[CH:5][C:4]=1[CH2:9][CH2:10][CH2:11][CH2:12][C:13]1[CH:18]=[CH:17][CH:16]=[CH:15][C:14]=1[O:19][CH2:20][CH:21]1[CH2:22][O:23]1)#[N:2] |f:1.2|. The yield is 89.0%. The solvent is CC(=O)N(C)C (dimethylacetamide). The reactants are C(#N)C1=C(C=CC=C1)CCCCC1=C(C=CC=C1)O (2-[4-(2-cyanophenyl)butyl]phenol), CC(C)([O-])C.[K+] (potassium t-butoxide), C(Br)C1CO1 (epibromohydrin). Procedure: Following a procedure similar to that described in Example 1(a), 634 mg of 2-[4-(2-cyanophenyl)butyl]phenol (prepared as described in Preparation 11), 283 mg of potassium t-butoxide and 345 mg of epibromohydrin were reacted in 6 ml of dimethylacetamide. The crude product, extracted as described in Example 1, was purified as described in Example 1, to give 690 mg (yield 89%) of the title compound as an oil. Product: C(#N)C1=C(C=CC=C1)CCCCC1=C(OCC2OC2)C=CC=C1 (2-{2-[4-(2-Cyanophenyl)butyl]phenoxymethyl}oxirane). Reactants: BrC(c1ccccc1)c1ccccc1, CN(C)C=O, CCOC(C)=O, O=C1Nc2cccc(Cl)c2C1=O, [H-], [Na+]. Product: O=C1C(=O)N(C(c2ccccc2)c2ccccc2)c2cccc(Cl)c21. RXN SMILES: [Br:15][CH:16]([c:17]1[cH:18][cH:19][cH:20][cH:21][cH:22]1)[c:23]1[cH:24][cH:25][cH:26][cH:27][cH:28]1.[CH3:29][N:30]([CH3:31])[CH:32]=[O:33].[CH3:34][CH2:35][O:36][C:37](=[O:38])[CH3:39].[Cl:1][c:2]1[c:3]2[c:7]([cH:8][cH:9][cH:10]1)[NH:6][C:5](=[O:11])[C:4]2=[O:12].[H-:13].[Na+:14]>>[Cl:1][c:2]1[c:3]2[c:7]([cH:8][cH:9][cH:10]1)[N:6]([CH:16]([c:17]1[cH:18][cH:19][cH:20][cH:21][cH:22]1)[c:23]1[cH:24][cH:25][cH:26][cH:27][cH:28]1)[C:5](=[O:11])[C:4]2=[O:12]. Product: CC1=C(c2ccccc2)C(=O)N(C(C)(C)c2cc(Cl)c(Cl)c(Cl)c2)C1. Reactants: CCO, [K+], CC(=O)CN(C(=O)Cc1ccccc1)C(C)(C)c1cc(Cl)c(Cl)c(Cl)c1, [OH-]. As a reaction SMILES: [CH3:29][CH2:30][OH:31].[K+:28].[O:1]=[C:2]([CH2:3][N:4]([C:5]([CH2:6][c:7]1[cH:8][cH:9][cH:10][cH:11][cH:12]1)=[O:13])[C:14]([c:15]1[cH:16][c:17]([Cl:23])[c:18]([Cl:22])[c:19]([Cl:21])[cH:20]1)([CH3:24])[CH3:25])[CH3:26].[OH-:27]>>[C:2]1([CH3:26])=[C:6]([c:7]2[cH:8][cH:9][cH:10][cH:11][cH:12]2)[C:5](=[O:13])[N:4]([C:14]([c:15]2[cH:16][c:17]([Cl:23])[c:18]([Cl:22])[c:19]([Cl:21])[cH:20]2)([CH3:24])[CH3:25])[CH2:3]1. Starting materials: FC1=CC=C(C=C1)C1C(N(CC1)CC(=O)O)=O (2-(3-(4-fluorophenyl)-2-oxopyrrolidin-1-yl)acetic acid), C1(=CC=CC=C1)C1(CNCC1)C1=CC=CC=C1 (3,3-diphenylpyrrolidine), FC1=CC=C(C=C1)C1(C(N(CCC1)CC(=O)O)=O)C1=CC=C(C=C1)F (2-(3,3-bis(4-fluorophenyl)-2-oxopiperidin-1-yl)acetic acid), C1NCCC2=CC=CC=C12 (1,2,3,4-tetrahydroisoquinoline). Yields the product C1N(CCC2=CC=CC=C12)C(CN1C(C(CC1)C1=CC=C(C=C1)F)=O)=O (1-[2-(3,4-dihydroisoquinolin-2(1H)-yl)-2-oxoethyl]-3-(4-fluorophenyl)pyrrolidin-2-one). Reaction SMILES: [F:1][C:2]1[CH:7]=[CH:6][C:5]([CH:8]2[CH2:12][CH2:11][N:10]([CH2:13][C:14]([OH:16])=O)[C:9]2=[O:17])=[CH:4][CH:3]=1.FC1C=CC([C:25]2([C:36]3[CH:41]=[CH:40][C:39](F)=CC=3)[CH2:30][CH2:29][CH2:28][N:27](CC(O)=O)[C:26]2=O)=CC=1.C1C2C(=CC=CC=2)CCN1.C1(C2(C3C=CC=CC=3)CCNC2)C=CC=CC=1>>[CH2:26]1[C:25]2[C:30](=[CH:39][CH:40]=[CH:41][CH:36]=2)[CH2:29][CH2:28][N:27]1[C:14](=[O:16])[CH2:13][N:10]1[CH2:11][CH2:12][CH:8]([C:5]2[CH:4]=[CH:3][C:2]([F:1])=[CH:7][CH:6]=2)[C:9]1=[O:17]. Procedure: The title compound was prepared using the procedure described in Example 172 substituting 2-(3-(4-fluorophenyl)-2-oxopyrrolidin-1-yl)acetic acid from Example 216A for 2-(3,3-bis(4-fluorophenyl)-2-oxopiperidin-1-yl)acetic acid and 1,2,3,4-tetrahydroisoquinoline for 3,3-diphenylpyrrolidine. 1H NMR (300 MHz, CDCl3) δ ppm 7.35-6.96 (m, 8H), 4.68 (d, J=27.4, 2H), 4.34 (d, 1H), 4.19 (dd, J=7.4, 15.9, 1H), 3.84 (t, J=6.0, 1H), 3.78-3.52 (m, 4H), 3.02-2.81 (m, 2H), 2.68-2.45 (m, 1H), 2.25-2.06 (m, 1H); ... The reactants are FC=1C=C(C=CC1C=1SC2=NC(=CC=C2N1)C1(CC1)C1=CC=CC=C1)C(C)=O (1-(3-Fluoro-4-(5-(1-phenylcyclopropyl)thiazolo[5,4-b]pyridin-2-yl)phenyl)ethanone), CC(C)(C)[S@@](=O)N ((R)-(+)-2-methyl-2-propanesulfinamide), [BH4-].[Na+] (sodium borohydride), CO (MeOH). The reagents and catalysts are [O-]CC.[Ti+4].[O-]CC.[O-]CC.[O-]CC (titanium (iv) ethoxide). Solvent: C1CCOC1 (THF), C1CCOC1 (THF), [Cl-].[Na+].O (brine). Reaction conditions: temperature 70 celsius, time 18 hour. The product is FC=1C=C(C=CC1C=1SC2=NC(=CC=C2N1)C1(CC1)C1=CC=CC=C1)C(C)N[S@](=O)C(C)(C)C ((R)-N-(1-(3-fluoro-4-(5-(1-phenylcyclopropyl)thiazolo[5,4-b]pyridin-2-yl)phenyl)ethyl)-2-methylpropane-2-sulfinamide). As a reaction SMILES: [F:1][C:2]1[CH:3]=[C:4]([C:26](=O)[CH3:27])[CH:5]=[CH:6][C:7]=1[C:8]1[S:9][C:10]2[C:15]([N:16]=1)=[CH:14][CH:13]=[C:12]([C:17]1([C:20]3[CH:25]=[CH:24][CH:23]=[CH:22][CH:21]=3)[CH2:19][CH2:18]1)[N:11]=2.[CH3:29][C:30]([S@:33]([NH2:35])=[O:34])([CH3:32])[CH3:31].[BH4-].[Na+].CO>C1COCC1.[Cl-].[Na+].O.[O-]CC.[Ti+4].[O-]CC.[O-]CC.[O-]CC>[F:1][C:2]1[CH:3]=[C:4]([CH:26]([NH:35][S@@:33]([C:30]([CH3:32])([CH3:31])[CH3:29])=[O:34])[CH3:27])[CH:5]=[CH:6][C:7]=1[C:8]1[S:9][C:10]2[C:15]([N:16]=1)=[CH:14][CH:13]=[C:12]([C:17]1([C:20]3[CH:25]=[CH:24][CH:23]=[CH:22][CH:21]=3)[CH2:19][CH2:18]1)[N:11]=2 |f:2.3,6.7.8,9.10.11.12.13|. Procedure: 1-(3-Fluoro-4-(5-(1-phenylcyclopropyl)thiazolo[5,4-b]pyridin-2-yl)phenyl)ethanone (0.577 g, 2.49 mmol) was added to a solution of (R)-(+)-2-methyl-2-propanesulfinamide (0.150 g, 1.24 mmol), titanium (iv) ethoxide (0.510 mL, 2.48 mmol) in THF (5 mL). The reaction mixture was heated to 70° C. for 23 h, At which time was cooled to −50° C. To the reaction mixture was added a suspension of sodium borohydride (0.187 g, 4.95 mmol) in 0.5 mL of THF also at −50° C., allowed to stir for 18 h at −50° C. Th... Yields the product C(CC)P1C(C(P(C(C1O)O)CCC)O)O (1,4-di-n-propyl-2,3,5,6-tetrahydroxy-1,4-diphosphorinane). Reported procedure: Following the procedure of Example 1, mono-n-propylphosphine, in tetrahydrofuran, as solvent, is reacted with a 40% aqueous glyoxal solution, to give 1,4-di-n-propyl-2,3,5,6-tetrahydroxy-1,4-diphosphorinane, a solid melting at 131°-133° C. Reaction SMILES: [CH2:1]([PH2:4])[CH2:2][CH3:3].[CH:5]([CH:7]=[O:8])=[O:6]>O1CCCC1>[CH2:1]([P:4]1[CH:5]([OH:6])[CH:7]([OH:8])[P:4]([CH2:1][CH2:2][CH3:3])[CH:5]([OH:6])[CH:7]1[OH:8])[CH2:2][CH3:3]. Run in O1CCCC1 (tetrahydrofuran). Starting materials: C(=O)C=O (glyoxal), C(CC)P (mono-n-propylphosphine).